From a dataset of the Open Reaction Database (ORD), a public repository of structured organic reaction records. describe an organic reaction: reactants, conditions, products, and yield Starting materials: CN1C(=CC=C1)C=1C=NC=CC1 (1-methyl-2-(3-pyridyl) pyrrole), P(=O)(Cl)(Cl)Cl (phosphorus oxychloride), CN(C=O)C (dimethyl formamide). Product: CN1C(=CC=C1C)C=1C=NC=CC1 (1,5-dimethyl-2-(3-pyridyl) pyrrole), N1C(=CC=C1)C=O (pyrrole-carboxaldehyde). Reaction SMILES: [CH3:1][N:2]1[CH:6]=[CH:5][CH:4]=[C:3]1[C:7]1[CH:8]=[N:9][CH:10]=[CH:11][CH:12]=1.P(Cl)(Cl)(Cl)=[O:14].[CH3:18]N(C)C=O>>[CH3:1][N:2]1[C:6]([CH3:18])=[CH:5][CH:4]=[C:3]1[C:7]1[CH:8]=[N:9][CH:10]=[CH:11][CH:12]=1.[NH:2]1[CH:6]=[CH:5][CH:4]=[C:3]1[CH:7]=[O:14]. Procedure: The 1,5-dimethyl-2-(3-pyridyl) pyrrole is prepared from 1-methyl-2-(3-pyridyl) pyrrole by treatment with phosphorus oxychloride and dimethyl formamide to form a pyrrole-carboxaldehyde which is then subjected to a Wolff-Kishner reduction. Reactants: C(C(C)C)(=O)C1=C(NC2=CC(=CC=C12)C(=O)OC)CCC (methyl 3-isobutyryl-2-propylindole-6-carboxylate), BrN1C(CCC1=O)=O (N-bromosuccinimide), N(=NC(C#N)(CC(C)(OC)C)C)C(C#N)(CC(C)(C)OC)C (2,2'-azobis(4-methoxy-2,4-dimethylvaleronitrile)). Run in C(Cl)(Cl)(Cl)Cl (carbon tetrachloride). Yields the product BrC(CC)C=1NC2=CC(=CC=C2C1C(C(C)C)=O)C(=O)OC (methyl 2-(1-bromopropyl)-3-isobutyrylindole-6-carboxylate). Isolated yield 69.9%. As a reaction SMILES: [C:1]([C:6]1[C:14]2[C:9](=[CH:10][C:11]([C:15]([O:17][CH3:18])=[O:16])=[CH:12][CH:13]=2)[NH:8][C:7]=1[CH2:19][CH2:20][CH3:21])(=[O:5])[CH:2]([CH3:4])[CH3:3].[Br:22]N1C(=O)CCC1=O.N(C(C)(CC(OC)(C)C)C#N)=NC(C)(CC(C)(OC)C)C#N>C(Cl)(Cl)(Cl)Cl>[Br:22][CH:19]([C:7]1[NH:8][C:9]2[C:14]([C:6]=1[C:1](=[O:5])[CH:2]([CH3:4])[CH3:3])=[CH:13][CH:12]=[C:11]([C:15]([O:17][CH3:18])=[O:16])[CH:10]=2)[CH2:20][CH3:21]. Reported procedure: To a solution of methyl 3-isobutyryl-2-propylindole-6-carboxylate (201 mg) in carbon tetrachloride (7 ml) was added N-bromosuccinimide (187 mg) and 2,2'-azobis(4-methoxy-2,4-dimethylvaleronitrile) (20 mg) and refluxed for 30 minutes. The resulting mixture was filtered and the filtrate was evaporated in vacuo. The residue was purified by preparative thin layer chromatography on silica gel eluting with a mixture of hexane and ethyl acetate (2:1) to give methyl 2-(1-bromopropyl)-3-isobutyrylindole-... The reactants are [N-]=[N+]=[N-].[Na+] (Sodium azide), O (water), FC=1C=C2CCCC(C2=CC1)=O (6-fluoro-1-tetralone), S(O)(O)(=O)=O (sulfuric acid), S(O)(O)(=O)=O (sulfuric acid). Solvent: C(Cl)(Cl)Cl (chloroform), C(Cl)(Cl)Cl (chloroform). Conditions: temperature 0 celsius, time 2 hour. The product is FC=1C=CC2=C(CCCC(N2)=O)C1 (7-fluoro-2,3,4,5-tetrahydro-1H-1-benzazepin-2-one). Yield: 11.6%. As a reaction SMILES: [N-:1]=[N+]=[N-].[Na+].O.S(=O)(=O)(O)O.[F:11][C:12]1[CH:13]=[C:14]2[C:19](=[CH:20][CH:21]=1)[C:18](=[O:22])[CH2:17][CH2:16][CH2:15]2>C(Cl)(Cl)Cl>[F:11][C:12]1[CH:21]=[CH:20][C:19]2[NH:1][C:18](=[O:22])[CH2:17][CH2:16][CH2:15][C:14]=2[CH:13]=1 |f:0.1|. Reported procedure: Sodium azide 1.1 g (16.92 mmol) was added to a mixture of 6.0 mL of chloroform and 1.1 mL of water at 0° C. Concentrated sulfuric acid (0.44 mL) was added dropwise and the mixture stirred at 0° C. for two hours then filtered. The chloroform layer containing hydrazoic acid was added to a solution of 1.3 g (7.92 mmol) of 6-fluoro-1-tetralone (prepared by the method of Allinger and Jones, J. Org. Chem., 27, 70-76 (1962)) in 4.8 mL of chloroform. Additional sulfuric acid (2.16 mL) was added dropwise... The reactants are CCOCC, Cl, CC(C)(C)OC(=O)NCC=C(F)COc1ccccc1. Yields the product Cl, NCC=C(F)COc1ccccc1. RXN SMILES: [CH3:22][CH2:23][O:24][CH2:25][CH3:26].[ClH:21].[F:1][C:2](=[CH:3][CH2:4][NH:5][C:6](=[O:7])[O:8][C:9]([CH3:10])([CH3:11])[CH3:12])[CH2:13][O:14][c:15]1[cH:16][cH:17][cH:18][cH:19][cH:20]1>>[ClH:21].[F:1][C:2](=[CH:3][CH2:4][NH2:5])[CH2:13][O:14][c:15]1[cH:16][cH:17][cH:18][cH:19][cH:20]1. Starting materials: O1CC[C@H](C2=CC=CC=C12)NC(COC)=O (N-[(4R)4-chromanyl]-2-methoxyacetamide), Cl (hydrochloric acid). The solvent is C(C)O (ethanol). Product: Cl.N[C@@H]1CCOC2=CC=CC=C12 ((4R)4-aminochromane hydrochloride). RXN SMILES: [O:1]1[C:10]2[C:5](=[CH:6][CH:7]=[CH:8][CH:9]=2)[C@H:4]([NH:11]C(=O)COC)[CH2:3][CH2:2]1.[ClH:17]>C(O)C>[ClH:17].[NH2:11][C@H:4]1[C:5]2[C:10](=[CH:9][CH:8]=[CH:7][CH:6]=2)[O:1][CH2:2][CH2:3]1 |f:3.4|. Procedure details: A solution of the above N-[(4R)4-chromanyl]-2-methoxyacetamide (2.2 g, 0.0325 mol) in ethanol (100 ml) and concentrated hydrochloric acid (30 ml) was heated at reflux for 12 hours, then evaporated. A small amount of ethyl acetate was added to the residue and the solid filtered off to give (4R)4-aminochromane hydrochloride (2.3 g), m.p. 261-263° C., chemical purity>95%. The reactants are C[C@@]1(OC2=C(C(=C(C(=C2CC1)C)O)C)C)CCO ((S)-2,5,7,8-tetramethyl-6-hydroxy-2-(2-hydroxyethyl)-chroman), C=C(C)C (isobutene), C=C(C)C (isobutene), S(O)(O)(=O)=O (sulfuric acid). RXN SMILES: [CH3:1][C@@:2]1([CH2:16][CH2:17][OH:18])[CH2:11][CH2:10][C:9]2[C:4](=[C:5]([CH3:15])[C:6]([CH3:14])=[C:7]([OH:13])[C:8]=2[CH3:12])[O:3]1.[CH2:19]=[C:20]([CH3:22])[CH3:21].S(=O)(=O)(O)O>C(Cl)Cl>[CH3:1][C@@:2]1([CH2:16][CH2:17][O:18][C:20]([CH3:22])([CH3:21])[CH3:19])[CH2:11][CH2:10][C:9]2[C:4](=[C:5]([CH3:15])[C:6]([CH3:14])=[C:7]([OH:13])[C:8]=2[CH3:12])[O:3]1. Procedure details: 5 g of (S)-2,5,7,8-tetramethyl-6-hydroxy-2-(2-hydroxyethyl)-chroman were suspended in 250 ml of methylene chloride, and isobutene was passed through the suspension. After 15 minutes, 1 ml of concentrated sulfuric acid was added, and stirring was then continued for a further 4 hours at room temperature, while a gentle stream of isobutene was passed through. The mixture was then left to stand overnight in a closed vessel. The organic phase was washed with sodium bicarbonate solution and with water... Run in C(Cl)Cl (methylene chloride). Conditions: time 15 minute. The product is C[C@@]1(OC2=C(C(=C(C(=C2CC1)C)O)C)C)CCOC(C)(C)C ((S)-2,5,7,8-tetramethyl-6-hydroxy-2-(2-tert.-butoxyethyl)-chroman). Starting materials: C(C)(C)(C)OC(=O)NC1=C(N=C(S1)C1=C(C=CC=C1F)F)C(=O)NC=1C=NN(C1N1C[C@H](C[C@H](C1)F)NC(OC(C)(C)C)=O)C (tert-butyl (3S,5R)-1-(4-(5-(tert-butoxycarbonylamino)-2-(2,6-difluorophenyl)-thiazole-4-carboxamido)-1-methyl-1H-pyrazol-5-yl)-5-fluoropiperidin-3-ylcarbamate), N (ammonia). Solvent: Cl.CO (HCl MeOH), CO (MeOH). Reaction conditions: time 20 hour. Yields the product NC1=C(N=C(S1)C1=C(C=CC=C1F)F)C(=O)NC=1C=NN(C1N1C[C@H](C[C@H](C1)F)N)C (5-Amino-N-(5-((3S,5R)-3-amino-5-fluoropiperidin-1-yl)-1-methyl-1H-pyrazol-4-yl)-2-(2,6-difluorophenyl)thiazole-4-carboxamide). Yield: 59.1%. Reaction SMILES: C(OC([NH:8][C:9]1[S:13][C:12]([C:14]2[C:19]([F:20])=[CH:18][CH:17]=[CH:16][C:15]=2[F:21])=[N:11][C:10]=1[C:22]([NH:24][C:25]1[CH:26]=[N:27][N:28]([CH3:45])[C:29]=1[N:30]1[CH2:35][C@H:34]([F:36])[CH2:33][C@H:32]([NH:37]C(=O)OC(C)(C)C)[CH2:31]1)=[O:23])=O)(C)(C)C.N>Cl.CO.CO>[NH2:8][C:9]1[S:13][C:12]([C:14]2[C:15]([F:21])=[CH:16][CH:17]=[CH:18][C:19]=2[F:20])=[N:11][C:10]=1[C:22]([NH:24][C:25]1[CH:26]=[N:27][N:28]([CH3:45])[C:29]=1[N:30]1[CH2:35][C@H:34]([F:36])[CH2:33][C@H:32]([NH2:37])[CH2:31]1)=[O:23] |f:2.3|. Procedure details: A mixture of tert-butyl (3S,5R)-1-(4-(5-(tert-butoxycarbonylamino)-2-(2,6-difluorophenyl)-thiazole-4-carboxamido)-1-methyl-1H-pyrazol-5-yl)-5-fluoropiperidin-3-ylcarbamate (100 mg, 0.15 mmol) in HCl/MeOH (10 mL) was stirred at ambient temperature for 20 hours and concentrated reduced pressure to give a residue. The residue was diluted with MeOH (10 mL), neutralized with 28% ammonia solution, and concentrated to give a crude product. The crude product was purified by preparative HPLC to give 127 ... Reactants: C(=O)(OCC1=CC=CC=C1)Cl (CbzCl), C(=O)([O-])[O-].[K+].[K+] (K2CO3), N1CCCCC1 (piperidine), C1CCOC1.O (THF H2O), C(=O)(OCC1=CC=CC=C1)Cl (CbzCl). Reaction conditions: temperature 0 celsius, time 1 hour. Product: C(C)OC(=O)[C@H]1CN(CCC1)C(=O)OCC1=CC=CC=C1 ((3R)-Piperidine-1,3-dicarboxylic acid 1-benzyl ester 3-ethyl ester). Isolated yield 100.0%. Reaction SMILES: [C:1]([O-:4])([O-:3])=O.[K+].[K+].[NH:7]1[CH2:12][CH2:11][CH2:10][CH2:9][CH2:8]1.[C:13](Cl)([O:15][CH2:16][C:17]1[CH:22]=[CH:21][CH:20]=[CH:19][CH:18]=1)=[O:14].[CH2:24]1COC[CH2:25]1.O>>[CH2:24]([O:3][C:1]([C@@H:9]1[CH2:10][CH2:11][CH2:12][N:7]([C:13]([O:15][CH2:16][C:17]2[CH:22]=[CH:21][CH:20]=[CH:19][CH:18]=2)=[O:14])[CH2:8]1)=[O:4])[CH3:25] |f:0.1.2,5.6|. Procedure: A 1.0 L round-bottom flask was charged with K2CO3 (29.2 g; 171 mmol), piperidine (50 g; 163 mmol), and a 1:1 mixture of THF/H2O (800 mL). A 150 mL addition funnel was placed on the flask and charged with CbzCl (29.2 g, 171 mmol). The flask was cooled to 0° C. and then CbzCl was added dropwise over 5 minutes. The reaction mixture was warmed to 20° C. and stirred for 1 h. The reaction mixture was extracted with EtOAc (500 mL) and the organic layer was washed with water (500 mL), saturated NaCl (50...